Dataset: the Open Reaction Database (ORD), a public repository of structured organic reaction records. Task: describe an organic reaction: reactants, conditions, products, and yield Reactants: C([O-])(O)=O.[Na+] (Sodium bicarbonate), C(C)(=O)O[BH-](OC(C)=O)OC(C)=O.[Na+] (Sodium triacetoxyborohydride), N1C(=NC=C1)C=O (2-imidazolcarboxaldehyde), C(C)(=O)O (acetic acid), O(C1=CC=CC=C1)C1=CC=C(C=C1)C1=CN(C=2N=CN=C(C21)N)C2CCNCC2 (5-(4-phenoxyphenyl)-7-(4-piperidyl)-7H-pyrrolo[2,3-d]pyrimidin-4-amine), N1C(=NC=C1)C=O (2-imidazolcarboxaldehyde). Solvent: O (water), ClC(C)Cl (dichloroethane), C(C)#N (Acetonitrile). Reaction conditions: temperature 0 celsius, time 1 hour. Product: N1C(=NC=C1)CN1CCC(CC1)N1C=C(C2=C1N=CN=C2N)C2=CC=C(C=C2)OC2=CC=CC=C2 (7-[1-(1H-2-imidazolylmethyl)-4-piperidyl]-5-(4-phenoxyphenyl)-7H-pyrrolo[2,3-d]pyrimidin-4-amine). Reaction SMILES: [O:1]([C:8]1[CH:13]=[CH:12][C:11]([C:14]2[C:22]3[C:21]([NH2:23])=[N:20][CH:19]=[N:18][C:17]=3[N:16]([CH:24]3[CH2:29][CH2:28][NH:27][CH2:26][CH2:25]3)[CH:15]=2)=[CH:10][CH:9]=1)[C:2]1[CH:7]=[CH:6][CH:5]=[CH:4][CH:3]=1.[NH:30]1[CH:34]=[CH:33][N:32]=[C:31]1[CH:35]=O.C(O)(=O)C.C(O[BH-](OC(=O)C)OC(=O)C)(=O)C.[Na+].C(=O)(O)[O-].[Na+]>ClC(Cl)C.O.C(#N)C>[NH:30]1[CH:34]=[CH:33][N:32]=[C:31]1[CH2:35][N:27]1[CH2:28][CH2:29][CH:24]([N:16]2[C:17]3[N:18]=[CH:19][N:20]=[C:21]([NH2:23])[C:22]=3[C:14]([C:11]3[CH:10]=[CH:9][C:8]([O:1][C:2]4[CH:7]=[CH:6][CH:5]=[CH:4][CH:3]=4)=[CH:13][CH:12]=3)=[CH:15]2)[CH2:25][CH2:26]1 |f:3.4,5.6|. Procedure details: A mixture of 5-(4-phenoxyphenyl)-7-(4-piperidyl)-7H-pyrrolo[2,3-d]pyrimidin-4-amine (0.096 g, 0.249 mmol) in dichloroethane (5 mL) was treated with 2-imidazolcarboxaldehyde (0.026 g, 0.274 mmol) and glacial acetic acid (0.030 g, 0.498 mmol). The reaction mixture stirred for one hour at 0° C. under nitrogen atmosphere. Sodium triacetoxyborohydride (0.132 g, 0.623 mmol) was added to the reaction mixture and stirred at 0° C. for 20 minutes. The ice bath was then removed, and the reaction mixture st... Starting materials: FC=1C=C(C=CC1)S(=O)(=O)C=1C=NC2=C(C=CC=C2C1)I (3-(3-fluorophenylsulfonyl)-8-iodoquinoline), C(C)(C)(C)OC(=O)N1C[C@@H]2CNC[C@@H]2C1 ((3aR,6aS)-Hexahydro-pyrrolo[3,4-c]pyrrole-2-carboxylic acid tert-butyl ester), tert-butyl-oxycarbonyl, Cl (HCl). Product: Cl.FC=1C=C(C=CC1)S(=O)(=O)C=1C=NC2=C(C=CC=C2C1)N1C[C@@H]2CNC[C@@H]2C1 (3-(3-Fluoro-benzenesulfonyl)-8-(3aR,6aS)-hexahydro-pyrrolo[3,4-c]pyrrol-2-yl-quinoline hydrochloride). As a reaction SMILES: [F:1][C:2]1[CH:3]=[C:4]([S:8]([C:11]2[CH:12]=[N:13][C:14]3[C:19]([CH:20]=2)=[CH:18][CH:17]=[CH:16][C:15]=3I)(=[O:10])=[O:9])[CH:5]=[CH:6][CH:7]=1.C(OC([N:29]1[CH2:36][C@@H:35]2[C@@H:31]([CH2:32][NH:33][CH2:34]2)[CH2:30]1)=O)(C)(C)C.[ClH:37]>>[ClH:37].[F:1][C:2]1[CH:3]=[C:4]([S:8]([C:11]2[CH:12]=[N:13][C:14]3[C:19]([CH:20]=2)=[CH:18][CH:17]=[CH:16][C:15]=3[N:29]2[CH2:36][C@@H:35]3[C@@H:31]([CH2:32][NH:33][CH2:34]3)[CH2:30]2)(=[O:10])=[O:9])[CH:5]=[CH:6][CH:7]=1 |f:3.4|. Procedure details: 0.145 g of 3-(3-Fluoro-benzenesulfonyl)-8-(3aR,6aS)-hexahydro-pyrrolo[3,4-c]pyrrol-2-yl-quinoline hydrochloride were prepared by analogy to the methods of Examples 27 and 28 by coupling of 3-(3-fluorophenylsulfonyl)-8-iodoquinoline with commercially available (3aR,6aS)-Hexahydro-pyrrolo[3,4-c]pyrrole-2-carboxylic acid tert-butyl ester and subsequent deprotection of the tert-butyl-oxycarbonyl derivative with HCl in isoproanol. Reactants: [Al+3], COc1ccc(Cn2nnc(-c3cccc(C(=O)Cl)c3)n2)cc1, Cl, [H-], [H-], [H-], [H-], [Li+], C1CCOC1. The product is COc1ccc(Cn2nnc(-c3cccc(CO)c3)n2)cc1. RXN SMILES: [Al+3:25].[CH3:1][O:2][c:3]1[cH:4][cH:5][c:6]([CH2:7][n:8]2[n:9][c:10](-[c:13]3[cH:14][c:15]([C:16](=[O:17])[Cl:18])[cH:19][cH:20][cH:21]3)[n:11][n:12]2)[cH:22][cH:23]1.[ClH:30].[H-:24].[H-:27].[H-:28].[H-:29].[Li+:26].[O:31]1[CH2:32][CH2:33][CH2:34][CH2:35]1>>[CH3:1][O:2][c:3]1[cH:4][cH:5][c:6]([CH2:7][n:8]2[n:9][c:10](-[c:13]3[cH:14][c:15]([CH2:16][OH:17])[cH:19][cH:20][cH:21]3)[n:11][n:12]2)[cH:22][cH:23]1. Reactants: COC=1C=CC(=CC1)P2(=S)SP(=S)(S2)C=3C=CC(=CC3)OC (Lawesson's reagent), CC1(OC[C@](N1C(=O)OC(C)(C)C)(C(=O)NNC(C1=CC(=C(C=C1)OCCCCCCCC)C(F)(F)F)=O)C)C ((S)-tert-butyl 2,2,4-trimethyl-4-(2-(4-(octyloxy)-3-(trifluoromethyl)benzoyl)-hydrazinecarbonyl)oxazolidine-3-carboxylate), C(=O)(O)[O-].[Na+] (NaHCO3), CCCCCCC (heptane). Run in C1(=CC=CC=C1)C (toluene). Run at temperature 20.5 celsius, time 3 hour. The product is CC1(OC[C@@](N1C(=O)OC(C)(C)C)(C=1SC(=NN1)C1=CC(=C(C=C1)OCCCCCCCC)C(F)(F)F)C)C ((R)-tert-Butyl 2,2,4-trimethyl-4-(5-(4-(octyloxy)-3-(trifluoromethyl)phenyl)-1,3,4-thiadiazol-2-yl)oxazolidine-3-carboxylate). The yield is 75.3%. As a reaction SMILES: COC1C=CC(P2(SP(C3C=CC(OC)=CC=3)(=S)S2)=[S:10])=CC=1.[CH3:23][C:24]1([CH3:62])[N:28]([C:29]([O:31][C:32]([CH3:35])([CH3:34])[CH3:33])=[O:30])[C@:27]([CH3:61])([C:36]([NH:38][NH:39][C:40](=O)[C:41]2[CH:46]=[CH:45][C:44]([O:47][CH2:48][CH2:49][CH2:50][CH2:51][CH2:52][CH2:53][CH2:54][CH3:55])=[C:43]([C:56]([F:59])([F:58])[F:57])[CH:42]=2)=O)[CH2:26][O:25]1.C([O-])(O)=O.[Na+].CCCCCCC>C1(C)C=CC=CC=1>[CH3:23][C:24]1([CH3:62])[N:28]([C:29]([O:31][C:32]([CH3:35])([CH3:34])[CH3:33])=[O:30])[C@@:27]([CH3:61])([C:36]2[S:10][C:40]([C:41]3[CH:46]=[CH:45][C:44]([O:47][CH2:48][CH2:49][CH2:50][CH2:51][CH2:52][CH2:53][CH2:54][CH3:55])=[C:43]([C:56]([F:59])([F:58])[F:57])[CH:42]=3)=[N:39][N:38]=2)[CH2:26][O:25]1 |f:2.3|. Reported procedure: A 12 L, round bottom flask was inerted and charged with Lawesson's reagent (211.5 g, 0.52 mol, 1.2 equiv), a solution of (S)-tert-butyl 2,2,4-trimethyl-4-(2-(4-(octyloxy)-3-(trifluoromethyl)benzoyl)-hydrazinecarbonyl)oxazolidine-3-carboxylate (D8A) (250 g—based on theoretical output, 0.43 mol) in toluene (2.5 L), and the resulting slurry was heated to 80° C. and held for 3 hours. TLC indicated the reaction was complete. The mixture was cooled to 18-23° C., charged with saturated NaHCO3 solution ... Starting materials: OC(CCCN(S(=O)(=O)C)CCCCCCC(=O)O)COC1=CC=C(C=C1)F (7-{N-[4-hydroxy-5-(4-fluorophenoxy)-pentyl]methanesulfonamido}heptanoic acid), C(C)(=O)OC(C)=O (acetic anhydride). As a reaction SMILES: [OH:1][CH:2]([CH2:20][O:21][C:22]1[CH:27]=[CH:26][C:25]([F:28])=[CH:24][CH:23]=1)[CH2:3][CH2:4][CH2:5][N:6]([CH2:11][CH2:12][CH2:13][CH2:14][CH2:15][CH2:16][C:17]([OH:19])=[O:18])[S:7]([CH3:10])(=[O:9])=[O:8].[C:29](OC(=O)C)(=[O:31])[CH3:30]>C(OCC)C>[C:29]([O:1][CH:2]([CH2:20][O:21][C:22]1[CH:27]=[CH:26][C:25]([F:28])=[CH:24][CH:23]=1)[CH2:3][CH2:4][CH2:5][N:6]([CH2:11][CH2:12][CH2:13][CH2:14][CH2:15][CH2:16][C:17]([OH:19])=[O:18])[S:7]([CH3:10])(=[O:9])=[O:8])(=[O:31])[CH3:30]. Product: C(C)(=O)OC(CCCN(S(=O)(=O)C)CCCCCCC(=O)O)COC1=CC=C(C=C1)F (7-{N-[4-acetoxy-5-(4-fluorophenoxy)pentyl]methanesulfonamido}-heptanoic acid). Procedure details: A mixture of 7-{N-[4-hydroxy-5-(4-fluorophenoxy)-pentyl]methanesulfonamido}heptanoic acid (12.3 g., 0.03 mole) (Example 1, Step E) and acetic anhydride (6.1 g., 0.06 mole) is kept at room temperature for 18 hours. This mixture is taken up in 80 ml. of ethyl ether. The solution is extracted with an ice-cold solution of 8 g. of sodium hydroxide in 150 ml. of water. The basic solution is separated and acidified with concentrated hydrochloric acid. The crude product that separates is extracted into ... Conditions: time 18 hour. Solvent: C(C)OCC (ethyl ether).